Dataset: the Open Reaction Database (ORD), a public repository of structured organic reaction records. Task: describe an organic reaction: reactants, conditions, products, and yield The reactants are CCOC(=O)C1N(CCC1(C)O)C(=O)OC(C)(C)C (3-Hydroxy-3-methyl-pyrrolidine-1,2-dicarboxylic acid 1-tert-butyl ester 2-ethyl ester), C(=O)(C(F)(F)F)O (TFA), 6B, NC(=O)N (urea), C1CCC2=NCCCN2CC1 (DBU), C(C)(C)N(C(C)C)CC (N,N-diisopropylethylamine). Solvent: C(Cl)Cl (CH2Cl2), C(Cl)Cl (CH2Cl2), C1(=CC=CC=C1)C (toluene). Reaction conditions: time 1 hour. Yields the product O[C@@]1(CCN2C(N(C([C@@H]21)=O)C2=CC=C(C1=CC=CC=C21)C#N)=O)C ((7R,7aS)-4-(7-Hydroxy-7-methyl-1,3-dioxo-tetrahydro-pyrrolo[1,2-c]imidazol-2-yl)-naphthalene-1-carbonitrile). Reaction SMILES: CCO[C:4]([CH:6]1[C:10]([OH:12])([CH3:11])[CH2:9][CH2:8][N:7]1[C:13]([O:15]C(C)(C)C)=O)=[O:5].[C:20](O)([C:22](F)(F)F)=O.C([N:30](CC)[CH:31]([CH3:33])[CH3:32])(C)C.N[C:37]([NH2:39])=O.[CH2:40]1[CH2:50][CH2:49]N2C(=NCCC2)[CH2:42][CH2:41]1>C(Cl)Cl.C1(C)C=CC=CC=1>[OH:12][C@@:10]1([CH3:11])[C@@H:6]2[N:7]([C:13](=[O:15])[N:30]([C:31]3[C:32]4[C:40](=[CH:50][CH:49]=[CH:20][CH:22]=4)[C:41]([C:37]#[N:39])=[CH:42][CH:33]=3)[C:4]2=[O:5])[CH2:8][CH2:9]1. Procedure: To a solution of 27B (500 mg, 1.83 mmol) in CH2Cl2 (1.5 mL) was added TFA (1.5 mL). The reaction mixture was stirred at RT for 1 h, then concentrated under reduced pressure to give an oily residue, which was stripped with toluene (3×) and dried in vacuo overnight. The oily residue was dissolved in CH2Cl2 (10 mL) and to the solution was added N,N-diisopropylethylamine (0.35 mL, 2.01 mmol), followed by a solution of 6B (355 mg, 1.83 mmol) in CH2Cl2 (5 mL) and 4 Å molecular sieves (1 g). The reacti... Reactants: Cl (HCl), O1COCC2=C1C=C(C=C2)C([C@H](C)NC(OC(C)(C)C)=O)=O ((S)-tert-butyl 1-(4H-benzo[d][1,3]dioxin-7-yl)-1-oxopropan-2-ylcarbamate), C(C)(C)O[Al](OC(C)C)OC(C)C (triisopropoxyaluminum), CC(C)O (propan-2-ol). The solvent is C1(=CC=CC=C1)C (toluene). Product: O1COCC2=C1C=C(C=C2)[C@H]([C@H](C)NC(OC(C)(C)C)=O)O (Tert-butyl (1R,2S)-1-(4H-benzo[d][1,3]dioxin-7-yl)-1-hydroxypropan-2-ylcarbamate). As a reaction SMILES: [O:1]1[C:6]2[CH:7]=[C:8]([C:11](=[O:22])[C@@H:12]([NH:14][C:15](=[O:21])[O:16][C:17]([CH3:20])([CH3:19])[CH3:18])[CH3:13])[CH:9]=[CH:10][C:5]=2[CH2:4][O:3][CH2:2]1.C(O[Al](OC(C)C)OC(C)C)(C)C.CC(O)C.Cl>C1(C)C=CC=CC=1>[O:1]1[C:6]2[CH:7]=[C:8]([C@@H:11]([OH:22])[C@@H:12]([NH:14][C:15](=[O:21])[O:16][C:17]([CH3:19])([CH3:18])[CH3:20])[CH3:13])[CH:9]=[CH:10][C:5]=2[CH2:4][O:3][CH2:2]1. Procedure details: A mixture (S)-tert-butyl 1-(4H-benzo[d][1,3]dioxin-7-yl)-1-oxopropan-2-ylcarbamate (I3c) (680 mg, 2.21 mmol), triisopropoxyaluminum (140 mg, 0.69 mmol) and propan-2-ol (3 mL, 38.9 mmol) in toluene (3 mL) was stirred at +65° C. for 15 hours. The reaction mixture was allowed to cool down and poured into 1M HCl (50 mL) and extracted with EtOAc (2×50 mL). The organic phase was washed with water, brine, dried over MgSO4, filtered and solvents removed by evaporation to afford a crude product as a colo...